Dataset: the Open Reaction Database (ORD), a public repository of structured organic reaction records. Task: describe an organic reaction: reactants, conditions, products, and yield Starting materials: BrC1=CC=C(C=C1)O (4-Bromophenol), BrCC1CCC1 ((bromomethyl)cyclobutane), [OH-].[Na+] (sodium hydroxide). The solvent is CN(C)C=O (DMF). Yields the product BrC1=CC=C(C=C1)OCC1CCC1 (1-Bromo-4-(cyclobutylmethoxy)benzene). Yield: 37.2%. RXN SMILES: [Br:1][C:2]1[CH:7]=[CH:6][C:5]([OH:8])=[CH:4][CH:3]=1.Br[CH2:10][CH:11]1[CH2:14][CH2:13][CH2:12]1.[OH-].[Na+]>CN(C=O)C>[Br:1][C:2]1[CH:7]=[CH:6][C:5]([O:8][CH2:10][CH:11]2[CH2:14][CH2:13][CH2:12]2)=[CH:4][CH:3]=1 |f:2.3|. Procedure details: 4-Bromophenol (2.5 g, 14.5 mmol), (bromomethyl)cyclobutane (1.6 mL, 15 mmol), sodium hydroxide (0.8 g, 20 mmol) and DMF (3 mL) were allowed to react to yield the sub-title compound (1.3 g, 36%).